From a dataset of the Open Reaction Database (ORD), a public repository of structured organic reaction records. describe an organic reaction: reactants, conditions, products, and yield Reactants: BrC1=C(C=C(C=C1)F)O (2-bromo-5-fluorophenol), C([O-])([O-])=O.[Cs+].[Cs+] (cesium carbonate), [I-].[K+] (potassium iodide), BrC1CC1 (bromocyclopropane). Run in C(C)(=O)OCC (Ethyl acetate), CN(C)C=O (DMF). Conditions: temperature 220 celsius. Product: BrC1=C(C=C(C=C1)F)OC1CC1 (1-bromo-2-(cyclopropyloxy)-4-fluorobenzene). Isolated yield 94.2%. Reaction SMILES: [Br:1][C:2]1[CH:7]=[CH:6][C:5]([F:8])=[CH:4][C:3]=1[OH:9].C(=O)([O-])[O-].[Cs+].[Cs+].[I-].[K+].Br[CH:19]1[CH2:21][CH2:20]1>CN(C=O)C.C(OCC)(=O)C>[Br:1][C:2]1[CH:7]=[CH:6][C:5]([F:8])=[CH:4][C:3]=1[O:9][CH:19]1[CH2:21][CH2:20]1 |f:1.2.3,4.5|. Procedure: To a stirred solution of 2-bromo-5-fluorophenol (1.0 g) in DMF (15 mL) in a microwave tube was added cesium carbonate (5.0 g), potassium iodide (130 mg) and bromocyclopropane (1.82 g). The mixture was heated in a microwave oven to 180° C. for 1 h, to 200° C. for 1 h and to 220° C. for 1 h. Ethyl acetate was added and the mixture was washed with water. The organic phase was washed with saturated sodium chloride solution, dried (sodium sulfate) and the solvent was removed in vacuum. Silica gel chr... Starting materials: C(C)(=O)OC(C)=O (acetic anhydride), CC=1NC2=CC=C(C=C2C1C(=O)C1=C(C(=O)O)C=CC=C1)[N+](=O)[O-] (2-[(2-methyl-5-nitro-3-indolyl)carbonyl]benzoic acid), CN(C1=CC(=CC=C1)N(C)C)C (N,N,N',N'-tetramethyl-m-phenylenediamine). The product is CN(C1=C(C=CC(=C1)N(C)C)C1(OC(=O)C2=CC=CC=C12)C1=C(NC2=CC=C(C=C12)[N+](=O)[O-])C)C (3-[2,4-bis(dimethylamino)phenyl]-3-(2-methyl-5-nitro-3-indolyl)phthalide), Formula III. Reaction SMILES: [CH3:1][C:2]1[NH:3][C:4]2[C:9]([C:10]=1[C:11]([C:13]1[CH:21]=[CH:20][CH:19]=[CH:18][C:14]=1[C:15]([OH:17])=[O:16])=O)=[CH:8][C:7]([N+:22]([O-:24])=[O:23])=[CH:6][CH:5]=2.[CH3:25][N:26]([CH3:36])[C:27]1[CH:32]=[CH:31][CH:30]=[C:29]([N:33]([CH3:35])[CH3:34])[CH:28]=1.C(OC(=O)C)(=O)C>>[CH3:34][N:33]([CH3:35])[C:29]1[CH:28]=[C:27]([N:26]([CH3:36])[CH3:25])[CH:32]=[CH:31][C:30]=1[C:11]1([C:10]2[C:9]3[C:4](=[CH:5][CH:6]=[C:7]([N+:22]([O-:24])=[O:23])[CH:8]=3)[NH:3][C:2]=2[CH3:1])[C:13]2[C:14](=[CH:18][CH:19]=[CH:20][CH:21]=2)[C:15](=[O:17])[O:16]1. Reported procedure: Following a procedure similar to that described in part B of Example 18 for interacting 3.24 g (0.01 mole) of 2-[(2-methyl-5-nitro-3-indolyl)carbonyl]benzoic acid, prepared as described in part A above, and 1.6 g (0.01 mole) of N,N,N',N'-tetramethyl-m-phenylenediamine in the presence of 5.0 ml of acetic anhydride, there is obtained 3-[2,4-bis(dimethylamino)phenyl]-3-(2-methyl-5-nitro-3-indolyl)phthalide (Formula III: R0 =R1 =R2 =R3 =R6 =H; R=R5 =CH3 ; R4 =N(CH3)2 ; Y1 =NO2).